Dataset: the Open Reaction Database (ORD), a public repository of structured organic reaction records. Task: describe an organic reaction: reactants, conditions, products, and yield Starting materials: FC1=CC=C(C=C1)N1N=CC2=CC(=CC=C12)O[C@@H]([C@H](C)N)C1=CC(=CC=C1)OC ((1R,2S)-1-{[1-(4-fluorophenyl)-1H-indazol-5-yl]oxy}-1-(3-methoxyphenyl)propan-2-amine), CN1C=NC(=C1)C(=O)O (1-methyl-1H-imidazole-4-carboxylic acid). Product: FC1=CC=C(C=C1)N1N=CC2=CC(=CC=C12)O[C@@H]([C@H](C)NC(=O)C=1N=CN(C1)C)C1=CC(=CC=C1)OC (N-[(1R,2S)-1-[1-(4-fluorophenyl)indazol-5-yl]oxy-1-(3-methoxyphenyl)propan-2yl]-1-methyl-imidazole-4-carboxamide). As a reaction SMILES: [F:1][C:2]1[CH:7]=[CH:6][C:5]([N:8]2[C:16]3[C:11](=[CH:12][C:13]([O:17][C@H:18]([C:22]4[CH:27]=[CH:26][CH:25]=[C:24]([O:28][CH3:29])[CH:23]=4)[C@@H:19]([NH2:21])[CH3:20])=[CH:14][CH:15]=3)[CH:10]=[N:9]2)=[CH:4][CH:3]=1.[CH3:30][N:31]1[CH:35]=[C:34]([C:36](O)=[O:37])[N:33]=[CH:32]1>>[F:1][C:2]1[CH:3]=[CH:4][C:5]([N:8]2[C:16]3[C:11](=[CH:12][C:13]([O:17][C@H:18]([C:22]4[CH:27]=[CH:26][CH:25]=[C:24]([O:28][CH3:29])[CH:23]=4)[C@@H:19]([NH:21][C:36]([C:34]4[N:33]=[CH:32][N:31]([CH3:30])[CH:35]=4)=[O:37])[CH3:20])=[CH:14][CH:15]=3)[CH:10]=[N:9]2)=[CH:6][CH:7]=1. Procedure details: Prepared as described in Example 269 from (1R,2S)-1-(1-(4-fluorophenyl)-1H-indazol-5-yloxy)-1-(3-methoxyphenyl)propan-2-amine (6a, 50 mg, 0.13 mmol) and 1-methyl-1H-imidazole-4-carboxylic acid (19 mg, 0.15 mmol). Reactants: C12C(C3CC(CC(C1)C3)C2)NC(=O)C=2C=NN(C2Cl)C2=CC=CC=C2 (5-chloro-1-phenyl-1H-pyrazole-4-carboxylic acid adamantan-2-ylamide), C12C(C3CC(CC(C1)C3)C2)NC(=O)C=2C=NN(C2Cl)C2=CC=CC=C2 (5-chloro-1-phenyl-1H-pyrazole-4-carboxylic acid adamantan-2-ylamide), OC1CCNCC1 (4-hydroxypiperidine). Yields the product C12C(C3CC(CC(C1)C3)C2)NC(=O)C=2C=NN(C2N2CCC(CC2)O)C2=CC=CC=C2 (5-(4-Hydroxy-piperidin-1-y1)-1-phenyl-1H-pyrazole-4-carboxylic acid adamantan-2-ylamide). RXN SMILES: [CH:1]12[CH2:10][CH:5]3[CH2:6][CH:7]([CH2:9][CH:3]([CH2:4]3)[CH:2]1[NH:11][C:12]([C:14]1[CH:15]=[N:16][N:17]([C:20]3[CH:25]=[CH:24][CH:23]=[CH:22][CH:21]=3)[C:18]=1Cl)=[O:13])[CH2:8]2.[OH:26][CH:27]1[CH2:32][CH2:31][NH:30][CH2:29][CH2:28]1>>[CH:1]12[CH2:10][CH:5]3[CH2:6][CH:7]([CH2:9][CH:3]([CH2:4]3)[CH:2]1[NH:11][C:12]([C:14]1[CH:15]=[N:16][N:17]([C:20]3[CH:25]=[CH:24][CH:23]=[CH:22][CH:21]=3)[C:18]=1[N:30]1[CH2:31][CH2:32][CH:27]([OH:26])[CH2:28][CH2:29]1)=[O:13])[CH2:8]2. Reported procedure: 5-(4-Hydroxy-piperidin-1-y1)-1-phenyl-1H-pyrazole-4-carboxylic acid adamantan-2-ylamide was prepared using Procedure A from 5-chloro-1-phenyl-1H-pyrazole-4-carboxylic acid adamantan-2-ylamide (Intermediate 3) and 4-hydroxypiperidine. Mass spectrum (ES) MH+=421.